describe an organic reaction: reactants, conditions, products, and yield From a dataset of the Open Reaction Database (ORD), a public repository of structured organic reaction records. Reactants: CC(C)(C)OC(=O)N1CCN(C(=O)c2cc(F)ccc2C(F)(F)F)CC1, Cl, C1COCCO1, C1COCCO1. Yields the product Cl, O=C(c1cc(F)ccc1C(F)(F)F)N1CCNCC1. Reaction SMILES: [C:1]([O:2][C:3](=[O:4])[N:8]1[CH2:9][CH2:10][N:11]([C:14]([c:15]2[c:16]([C:22]([F:23])([F:24])[F:25])[cH:17][cH:18][c:19]([F:21])[cH:20]2)=[O:26])[CH2:12][CH2:13]1)([CH3:5])([CH3:6])[CH3:7].[ClH:33].[O:27]1[CH2:28][CH2:29][O:30][CH2:31][CH2:32]1.[O:34]1[CH2:35][CH2:36][O:37][CH2:38][CH2:39]1>>[ClH:33].[NH:8]1[CH2:9][CH2:10][N:11]([C:14]([c:15]2[c:16]([C:22]([F:23])([F:24])[F:25])[cH:17][cH:18][c:19]([F:21])[cH:20]2)=[O:26])[CH2:12][CH2:13]1. The reactants are CN(C)C(=O)Cl, [H-], [Na+], C1CCOC1, c1cc(-c2n[nH]c(-c3ccncc3)n2)ccn1. The product is CN(C)C(=O)n1nc(-c2ccncc2)nc1-c1ccncc1. As a reaction SMILES: [CH3:20][N:21]([C:22](=[O:23])[Cl:24])[CH3:25].[H-:18].[Na+:19].[O:26]1[CH2:27][CH2:28][CH2:29][CH2:30]1.[n:1]1[cH:2][cH:3][c:4](-[c:7]2[n:8][nH:9][c:10](-[c:12]3[cH:13][cH:14][n:15][cH:16][cH:17]3)[n:11]2)[cH:5][cH:6]1>>[n:1]1[cH:2][cH:3][c:4](-[c:7]2[n:8]([C:22]([N:21]([CH3:20])[CH3:25])=[O:23])[n:9][c:10](-[c:12]3[cH:13][cH:14][n:15][cH:16][cH:17]3)[n:11]2)[cH:5][cH:6]1. Starting materials: NaHCO3(sat), C(C)(C)(C)OC(=O)NCC(C(=O)O)C1=CC=C(C=C1)CO[Si](C(C)C)(C(C)C)C(C)C (3-(tert-butoxycarbonylamino)-2-(4-((triisopropylsilyloxy)methyl)phenyl)propanoic acid), C(CCl)Cl (EDC), NC1=CC(=C(C(=O)N)C=C1)F (4-amino-2-fluorobenzamide). Reagents/catalysts: CN(C)C=1C=CN=CC1 (DMAP). Solvent: N1=CC=CC=C1 (pyridine). Reaction conditions: time 8 hour. Yields the product C(N)(=O)C1=C(C=C(C=C1)NC(C(CNC(OC(C)(C)C)=O)C1=CC=C(C=C1)CO[Si](C(C)C)(C(C)C)C(C)C)=O)F (tert-butyl 3-(4-carbamoyl-3-fluorophenylamino)-3-oxo-2-(4-((triisopropylsilyloxy)methyl)phenyl)propylcarbamate). RXN SMILES: [C:1]([O:5][C:6]([NH:8][CH2:9][CH:10]([C:14]1[CH:19]=[CH:18][C:17]([CH2:20][O:21][Si:22]([CH:29]([CH3:31])[CH3:30])([CH:26]([CH3:28])[CH3:27])[CH:23]([CH3:25])[CH3:24])=[CH:16][CH:15]=1)[C:11]([OH:13])=O)=[O:7])([CH3:4])([CH3:3])[CH3:2].C(Cl)CCl.[NH2:36][C:37]1[CH:45]=[CH:44][C:40]([C:41]([NH2:43])=[O:42])=[C:39]([F:46])[CH:38]=1>N1C=CC=CC=1.CN(C1C=CN=CC=1)C>[C:41]([C:40]1[CH:44]=[CH:45][C:37]([NH:36][C:11](=[O:13])[CH:10]([C:14]2[CH:19]=[CH:18][C:17]([CH2:20][O:21][Si:22]([CH:29]([CH3:30])[CH3:31])([CH:26]([CH3:27])[CH3:28])[CH:23]([CH3:24])[CH3:25])=[CH:16][CH:15]=2)[CH2:9][NH:8][C:6](=[O:7])[O:5][C:1]([CH3:2])([CH3:4])[CH3:3])=[CH:38][C:39]=1[F:46])(=[O:42])[NH2:43]. Reported procedure: To 3-(tert-butoxycarbonylamino)-2-(4-((triisopropylsilyloxy)methyl)phenyl)propanoic acid in pyridine was added EDC, DMAP, and 4-amino-2-fluorobenzamide (E336), and the solution was stirred overnight at room temperature. The mixture was poured into NaHCO3(sat) and extracted with EtOAc. The extracts were dried (MgSO4), filtered, and evaporated. Column chromatography (SiO2, 0-6% MeOH/CH2Cl2 gradient) gave pure tert-butyl 3-(4-carbamoyl-3-fluorophenylamino)-3-oxo-2-(4-((triisopropylsilyloxy)methyl)p... Reactants: FC(C1=CC(=NC=2N1N=CC2C(=O)O)C2=CC(=C(C=C2)C(F)(F)F)OCC)F (7-difluoromethyl-5-(3-ethoxy-4-trifluoromethyl-phenyl)-pyrazolo[1,5-a]pyrimidine-3-carboxylic acid), NC=1C=C(C=CC1)S(=O)(=O)NC(CO)(C)C (3-amino-N-(2-hydroxy-1,1-dimethyl-ethyl)-benzenesulfonamide). Yields the product OCC(C)(C)NS(=O)(=O)C=1C=C(C=CC1)NC(=O)C=1C=NN2C1N=C(C=C2C(F)F)C2=CC(=C(C=C2)C(F)(F)F)OCC (7-Difluoromethyl-5-(3-ethoxy-4-trifluoromethyl-phenyl)-pyrazolo[1,5-a]pyrimidine-3-carboxylic acid[3-(2-hydroxy-1,1-dimethyl-ethylsulfamoyl)-phenyl]-amide). Reaction SMILES: [F:1][CH:2]([F:28])[C:3]1[N:8]2[N:9]=[CH:10][C:11]([C:12]([OH:14])=O)=[C:7]2[N:6]=[C:5]([C:15]2[CH:20]=[CH:19][C:18]([C:21]([F:24])([F:23])[F:22])=[C:17]([O:25][CH2:26][CH3:27])[CH:16]=2)[CH:4]=1.[NH2:29][C:30]1[CH:31]=[C:32]([S:36]([NH:39][C:40]([CH3:44])([CH3:43])[CH2:41][OH:42])(=[O:38])=[O:37])[CH:33]=[CH:34][CH:35]=1>>[OH:42][CH2:41][C:40]([NH:39][S:36]([C:32]1[CH:31]=[C:30]([NH:29][C:12]([C:11]2[CH:10]=[N:9][N:8]3[C:3]([CH:2]([F:28])[F:1])=[CH:4][C:5]([C:15]4[CH:20]=[CH:19][C:18]([C:21]([F:22])([F:23])[F:24])=[C:17]([O:25][CH2:26][CH3:27])[CH:16]=4)=[N:6][C:7]=23)=[O:14])[CH:35]=[CH:34][CH:33]=1)(=[O:38])=[O:37])([CH3:44])[CH3:43]. Procedure: The title compound was prepared from 7-difluoromethyl-5-(3-ethoxy-4-trifluoromethyl-phenyl)-pyrazolo[1,5-a]pyrimidine-3-carboxylic acid (example C.12) and 3-amino-N-(2-hydroxy-1,1-dimethyl-ethyl)-benzenesulfonamide (example B.8) according to general procedure II. Light yellow solid. MS (ISP) 626.6 [(M−H−]; mp 250° C. Reactants: ClC(Cl)Cl, COc1cc2c(N)ncnc2cc1OCC1CCN(C)CC1, O=C=NC1CC1c1ccccc1. Product: COc1cc2c(NC(=O)NC3CC3c3ccccc3)ncnc2cc1OCC1CCN(C)CC1. RXN SMILES: [CH:35]([Cl:36])([Cl:37])[Cl:38].[NH2:13][c:14]1[n:15][cH:16][n:17][c:18]2[cH:19][c:20]([O:26][CH2:27][CH:28]3[CH2:29][CH2:30][N:31]([CH3:34])[CH2:32][CH2:33]3)[c:21]([O:24][CH3:25])[cH:22][c:23]12.[c:1]1([CH:7]2[CH:8]([N:10]=[C:11]=[O:12])[CH2:9]2)[cH:2][cH:3][cH:4][cH:5][cH:6]1>>[c:1]1([CH:7]2[CH:8]([NH:10][C:11](=[O:12])[NH:13][c:14]3[n:15][cH:16][n:17][c:18]4[cH:19][c:20]([O:26][CH2:27][CH:28]5[CH2:29][CH2:30][N:31]([CH3:34])[CH2:32][CH2:33]5)[c:21]([O:24][CH3:25])[cH:22][c:23]34)[CH2:9]2)[cH:2][cH:3][cH:4][cH:5][cH:6]1. Starting materials: C1(CC=CC1)CO ((cyclopent-3-en-1-yl)methanol), C1(=CC=C(C=C1)S(=O)(=O)Cl)C (para-toluenesulfonylchloride), N1=CC=CC=C1 (pyridine). The product is C=1(C(=CC=CC1)S(=O)(=O)OCC1CC=CC1)C ((Cyclopent-3-en-1-yl)methyl toluenesulfonate). Yield: 83.2%. As a reaction SMILES: [CH:1]1([CH2:6][OH:7])[CH2:5][CH:4]=[CH:3][CH2:2]1.[C:8]1(C)[CH:13]=[CH:12][C:11]([S:14](Cl)(=[O:16])=[O:15])=[CH:10][CH:9]=1.N1C=CC=C[CH:20]=1>>[C:10]1([CH3:20])[C:11]([S:14]([O:7][CH2:6][CH:1]2[CH2:5][CH:4]=[CH:3][CH2:2]2)(=[O:15])=[O:16])=[CH:12][CH:13]=[CH:8][CH:9]=1. Reported procedure: A mixture of (cyclopent-3-en-1-yl)methanol (1.96 g, 20 mmol) and para-toluenesulfonylchloride (3.81 g, 20 mmol) were stirred at room temperature for 2 hrs in pyridine (30 ml). After the concentration of pyridine, the reaction residues were extracted with dichloromethane, washed 1N HCl, dried with MgSO4, concentrated and separated by the column chromatography to give the desirable product (4.20 g).